From a dataset of the Open Reaction Database (ORD), a public repository of structured organic reaction records. describe an organic reaction: reactants, conditions, products, and yield The reactants are CC(C=C(Br)Br)NC(=O)OC(C)(C)C, C1CCOC1, [Li]CCCC. Product: C#CC(C)NC(=O)OC(C)(C)C. As a reaction SMILES: [Br:1][C:2](=[CH:3][CH:4]([CH3:5])[NH:6][C:7]([O:8][C:9]([CH3:10])([CH3:11])[CH3:12])=[O:13])[Br:14].[CH2:20]1[O:21][CH2:22][CH2:23][CH2:24]1.[CH3:15][CH2:16][CH2:17][CH2:18][Li:19]>>[CH:2]#[C:3][CH:4]([CH3:5])[NH:6][C:7]([O:8][C:9]([CH3:10])([CH3:11])[CH3:12])=[O:13]. Reactants: C(C)(C)C=1C=CC(=NC1)S(=O)(=O)NC1=NC(=NC(=C1OC1=C(C=CC=C1)OC)OCCN)C1=NC=CC=N1 (5isopropyl-N-[6-(2-aminoethoxy)-5-(o-methoxyphenoxy)-2-(2-pyrimidinyl)-4-pyrimidinyl]-2-pyridine sulfonamide), C(C)S(=O)(=O)Cl (ethanesulfonylchloride). Product: C(C)(C)C=1C=CC(=NC1)S(=O)(=O)NC1=NC(=NC(=C1OC1=C(C=CC=C1)OC)OCCNS(=O)(=O)CC)C1=NC=CC=N1 (5-isopropyl-N-[6-(2-(ethanesulfonylamino)-ethoxy)-5-(o-methoxyphenoxy)-2-(2-pyrimidinyl)-4-pyrimidinyl]-2-pyridine sulfonamide). As a reaction SMILES: [CH:1]([C:4]1[CH:5]=[CH:6][C:7]([S:10]([NH:13][C:14]2[C:19]([O:20][C:21]3[CH:26]=[CH:25][CH:24]=[CH:23][C:22]=3[O:27][CH3:28])=[C:18]([O:29][CH2:30][CH2:31][NH2:32])[N:17]=[C:16]([C:33]3[N:38]=[CH:37][CH:36]=[CH:35][N:34]=3)[N:15]=2)(=[O:12])=[O:11])=[N:8][CH:9]=1)([CH3:3])[CH3:2].[CH2:39]([S:41](Cl)(=[O:43])=[O:42])[CH3:40]>>[CH:1]([C:4]1[CH:5]=[CH:6][C:7]([S:10]([NH:13][C:14]2[C:19]([O:20][C:21]3[CH:26]=[CH:25][CH:24]=[CH:23][C:22]=3[O:27][CH3:28])=[C:18]([O:29][CH2:30][CH2:31][NH:32][S:41]([CH2:39][CH3:40])(=[O:43])=[O:42])[N:17]=[C:16]([C:33]3[N:34]=[CH:35][CH:36]=[CH:37][N:38]=3)[N:15]=2)(=[O:11])=[O:12])=[N:8][CH:9]=1)([CH3:3])[CH3:2]. Reported procedure: According to the procedure described in Example 4a) 129 mg 5isopropyl-N-[6-(2-aminoethoxy)-5-(o-methoxyphenoxy)-2-(2-pyrimidinyl)-4-pyrimidinyl]-2-pyridine sulfonamide was reacted with ethanesulfonylchloride to give 130 mg 5-isopropyl-N-[6-(2-(ethanesulfonylamino)-ethoxy)-5-(o-methoxyphenoxy)-2-(2-pyrimidinyl)-4-pyrimidinyl]-2-pyridine sulfonamide. LC-MS: tR=4.54 min, [M+1]+=630.59, [M−1]−=628.69. Reactants: BrCC1=CC(=C(C=C1)[N+](=O)[O-])OC (4-Bromomethyl-2-methoxy-1-nitro-benzene), N1CCC(CC1)O (Piperidin-4-ol), C([O-])([O-])=O.[K+].[K+] (Potassium carbonate). Solvent: CN(C=O)C (N,N-Dimethylformamide). Reaction conditions: temperature 80 celsius. Product: COC=1C=C(CN2CCC(CC2)O)C=CC1[N+](=O)[O-] (1-(3-Methoxy-4-nitro-benzyl)-piperidin-4-ol). RXN SMILES: Br[CH2:2][C:3]1[CH:8]=[CH:7][C:6]([N+:9]([O-:11])=[O:10])=[C:5]([O:12][CH3:13])[CH:4]=1.[NH:14]1[CH2:19][CH2:18][CH:17]([OH:20])[CH2:16][CH2:15]1.C(=O)([O-])[O-].[K+].[K+]>CN(C)C=O>[CH3:13][O:12][C:5]1[CH:4]=[C:3]([CH:8]=[CH:7][C:6]=1[N+:9]([O-:11])=[O:10])[CH2:2][N:14]1[CH2:19][CH2:18][CH:17]([OH:20])[CH2:16][CH2:15]1 |f:2.3.4|. Reported procedure: Into a 8-dram vial, 4-Bromomethyl-2-methoxy-1-nitro-benzene (2.44 g, 9.93 mmol), Piperidin-4-ol (2.01 g, 19.9 mmol), Potassium carbonate (5.49 g, 39.7 mmol), and N,N-Dimethylformamide (25 ml) were added. The reaction mixture was heated at 80° C. overnight. The reaction was partitioned with water and EtOAc. The organic was separated, washed with Brine and dried over Na2SO4. The solid was filtered and washed with DCM. The solvent was removed under vacuum. The reaction mixture was purified via ISCO... Reactants: CN(C)C=O, CC(C)c1ccc(C=O)cc1, [Cl-], [K+], O=[Mn](=O)(=O)[O-], O=C(O)c1ccccc1, O=S(Cl)Cl, O=S(=O)(O)O. Yields the product CC(C)c1ccc(C(=O)Cl)cc1. RXN SMILES: [CH3:37][N:38]([CH3:39])[CH:40]=[O:41].[CH:1]([CH3:2])([CH3:3])[c:4]1[cH:5][cH:6][c:7]([CH:8]=[O:9])[cH:10][cH:11]1.[Cl-:27].[K+:26].[Mn:21]([O-:22])(=[O:23])(=[O:24])=[O:25].[OH:12][C:13]([c:14]1[cH:15][cH:16][cH:17][cH:18][cH:19]1)=[O:20].[S:28]([Cl:29])([Cl:30])=[O:31].[S:32](=[O:33])(=[O:34])([OH:35])[OH:36]>>[CH:1]([CH3:2])([CH3:3])[c:4]1[cH:5][cH:6][c:7]([C:8](=[O:9])[Cl:30])[cH:10][cH:11]1. Starting materials: BrC1=CC=C(S1)S(=O)(=O)N1C[C@@H](N(CC1)C1=NC=C(C=N1)C(C(F)(F)F)(C(F)(F)F)O)CC1CCOCC1 ((S)-2-(2-(4-(5-bromothiophen-2-ylsulfonyl)-2-((tetrahydro-2H-pyran-4-yl)methyl)piperazin-1-yl)pyrimidin-5-yl)-1,1,1,3,3,3-hexafluoropropan-2-ol). Reagents/catalysts: [Pd] (Pd/C). Solvent: CCO (EtOH). Reaction conditions: time 8 hour. The product is FC(C(C(F)(F)F)(O)C=1C=NC(=NC1)N1[C@H](CN(CC1)S(=O)(=O)C=1SC=CC1)CC1CCOCC1)(F)F (1,1,1,3,3,3-hexafluoro-2-(2-((2S)-2-(tetrahydro-2H-pyran-4-ylmethyl)-4-(2-thiophenylsulfonyl)-1-piperazinyl)-5-pyrimidinyl)-2-propanol). Yield: 60.5%. As a reaction SMILES: Br[C:2]1[S:6][C:5]([S:7]([N:10]2[CH2:15][CH2:14][N:13]([C:16]3[N:21]=[CH:20][C:19]([C:22]([OH:31])([C:27]([F:30])([F:29])[F:28])[C:23]([F:26])([F:25])[F:24])=[CH:18][N:17]=3)[C@@H:12]([CH2:32][CH:33]3[CH2:38][CH2:37][O:36][CH2:35][CH2:34]3)[CH2:11]2)(=[O:9])=[O:8])=[CH:4][CH:3]=1>CCO.[Pd]>[F:30][C:27]([F:28])([F:29])[C:22]([C:19]1[CH:20]=[N:21][C:16]([N:13]2[CH2:14][CH2:15][N:10]([S:7]([C:5]3[S:6][CH:2]=[CH:3][CH:4]=3)(=[O:9])=[O:8])[CH2:11][C@@H:12]2[CH2:32][CH:33]2[CH2:38][CH2:37][O:36][CH2:35][CH2:34]2)=[N:17][CH:18]=1)([OH:31])[C:23]([F:24])([F:26])[F:25]. Procedure: In a 50-mL round-bottomed flask a mixture of (S)-2-(2-(4-(5-bromothiophen-2-ylsulfonyl)-2-((tetrahydro-2H-pyran-4-yl)methyl)piperazin-1-yl)pyrimidin-5-yl)-1,1,1,3,3,3-hexafluoropropan-2-ol (60 mg, 0.092 mmol) and 10% Pd/C (19.5 mg, 0.018 mmol) in EtOH (10 mL) stirred under 1 atm of H2 for 8 h. Afterwards, the mixture was filtered through a pad of Celite® (diatomaceous earth). The filtrate was concentrated and the crude product was purified by carefully filtering through a plug of silica gel usin... Starting materials: FC(C1=CC=C(C=C1)C=1C=C(C=NC1)C(=O)OCC)(F)F (ethyl 5-[4-(trifluoromethyl)phenyl]pyridine-3-carboxylate), [H][H] (hydrogen). RXN SMILES: [F:1][C:2]([F:21])([F:20])[C:3]1[CH:8]=[CH:7][C:6]([C:9]2[CH:10]=[C:11]([C:15]([O:17][CH2:18][CH3:19])=[O:16])[CH:12]=[N:13][CH:14]=2)=[CH:5][CH:4]=1.[H][H]>C(O)C.[Pd]>[F:20][C:2]([F:1])([F:21])[C:3]1[CH:8]=[CH:7][C:6]([CH:9]2[CH2:14][NH:13][CH2:12][CH:11]([C:15]([O:17][CH2:18][CH3:19])=[O:16])[CH2:10]2)=[CH:5][CH:4]=1. The solvent is C(C)O (ethanol). Reagents/catalysts: [Pd] (Pd/C). Procedure details: 5.9 g (20.0 mmol) of ethyl 5-[4-(trifluoromethyl)phenyl]pyridine-3-carboxylate were dissolved in 140 ml of ethanol, 2.98 g Pd/C (10%) were added and the mixture was hydrogenated in an autoclave at 60° C. at a hydrogen pressure of 50 bar overnight. The reaction mixture was filtered through silica gel. The resulting solution was concentrated under reduced pressure. Water was added to the residue and the solution was adjusted to pH 8 using aqueous 1 N sodium hydroxide solution. The mixture was then... Product: FC(C1=CC=C(C=C1)C1CC(CNC1)C(=O)OCC)(F)F (Ethyl 5-[4-(trifluoromethyl)phenyl]piperidine-3-carboxylate).